From a dataset of the Open Reaction Database (ORD), a public repository of structured organic reaction records. describe an organic reaction: reactants, conditions, products, and yield Starting materials: FC1=C(C(=C(C(=C1O)F)F)F)F (pentafluorophenol), N1=CC=CC=C1 (pyridine), ClC(C(=O)OC)=O (methyl chloroglyoxylate). Run in C1(=CC=CC=C1)C (toluene). Conditions: time 1 hour. The product is C(C(=O)OC)(=O)OC1=C(C(=C(C(=C1F)F)F)F)F (pentafluorophenyl methyl oxalate). Yield: 69.2%. RXN SMILES: [F:1][C:2]1[C:7]([OH:8])=[C:6]([F:9])[C:5]([F:10])=[C:4]([F:11])[C:3]=1[F:12].N1C=CC=CC=1.Cl[C:20](=[O:25])[C:21]([O:23][CH3:24])=[O:22]>C1(C)C=CC=CC=1>[C:20]([O:8][C:7]1[C:2]([F:1])=[C:3]([F:12])[C:4]([F:11])=[C:5]([F:10])[C:6]=1[F:9])(=[O:25])[C:21]([O:23][CH3:24])=[O:22]. Procedure: In 35 ml of toluene, 10 g (54 mmol) of pentafluorophenol and 5 ml (61 mmol) of pyridine were dissolved. To the solution, 7.2 g (59 mmol) of methyl chloroglyoxylate were added dropwise under an ice bath for the reaction. After 1 hour stirring at room temperature, the reaction mixture was filtered and concentrated. The thus obtained crude product was purified by distillation to obtain 10.1 g of pentafluorophenyl methyl oxalate. The compound had a melting point of 34 to 35° C. The product is COC([C@H]1N(CCC1)C([C@H]1N(CCC1)C(CN1C(CCC1)=O)=O)=O)=O (N-[(2-oxo-1-pyrrolidinyl)acetyl]-L-prolyl-L-proline methyl ester). Starting materials: C1CCC(CC1)N=C=NC2CCCCC2 (DCC), O=C1N(CCC1)CC(=O)N1[C@H](C(=O)O)CCC1 (N-[(2-oxo-1-pyrrolidinyl)acetyl]-L-proline), Cl.COC([C@H]1NCCC1)=O (L-proline methyl ester hydrochloride), C=1C=CC2=C(C1)N=NN2O (HOBt), CN1CCOCC1 (N-methylmorpholine). Reported procedure: To a solution of N-[(2-oxo-1-pyrrolidinyl)acetyl]-L-proline (3.01 g) in DMF (25 ml) were added L-proline methyl ester hydrochloride (2.07 g), HOBt (2.54 g) and N-methylmorpholine (1.38 ml). The mixture was cooled to -25° C., added with DCC (2.85 g), and stirred at a temperature of -25°-0° C. for 3 hours and at room temperature for 15 hours. The precipitated dicyclohexylurea was filtered off, and the filtrate was concentrated. The residue was purified by silica gel column chromatography (chlorofo... Yield: 58.3%. Run at temperature -25 celsius, time 15 hour. As a reaction SMILES: [O:1]=[C:2]1[CH2:6][CH2:5][CH2:4][N:3]1[CH2:7][C:8]([N:10]1[CH2:17][CH2:16][CH2:15][C@H:11]1[C:12]([OH:14])=O)=[O:9].Cl.[CH3:19][O:20][C:21](=[O:27])[C@@H:22]1[CH2:26][CH2:25][CH2:24][NH:23]1.C1C=CC2N(O)N=NC=2C=1.CN1CCOCC1.C1CCC(N=C=NC2CCCCC2)CC1>CN(C=O)C>[CH3:19][O:20][C:21](=[O:27])[C@@H:22]1[CH2:26][CH2:25][CH2:24][N:23]1[C:12](=[O:14])[C@@H:11]1[CH2:15][CH2:16][CH2:17][N:10]1[C:8](=[O:9])[CH2:7][N:3]1[CH2:4][CH2:5][CH2:6][C:2]1=[O:1] |f:1.2|. Solvent: CN(C)C=O (DMF). The product is OC=1C=C2C=CC(=CC2=CC1)C(C)=O (1-(6-hydroxy-2-naphthyl)1-ethanone). Reaction SMILES: Cl.C[O:3][C:4]1[CH:5]=[C:6]2[C:11](=[CH:12][CH:13]=1)[CH:10]=[C:9]([C:14](=[O:16])[CH3:15])[CH:8]=[CH:7]2>ClCCl>[OH:3][C:4]1[CH:5]=[C:6]2[C:11](=[CH:12][CH:13]=1)[CH:10]=[C:9]([C:14](=[O:16])[CH3:15])[CH:8]=[CH:7]2. Reactants: Cl (hydrochloric acid), COC=1C=C2C=CC(=CC2=CC1)C(C)=O (1-(6-methoxy-2-naphthyl)-1-ethanone). Reported procedure: In a 3 L two-neck round bottom flask, equipped with a reflux condenser and a dropping funnel, 2 L of hydrochloric acid (d=1.16) were stirred and heated to boiling. A solution of 6.06 g (30.3 mmol) of 1-(6-methoxy-2-naphthyl)-1-ethanone (prepared as described in Arsenijevic et al., Org. Synth. Coll. 6:34 (1988), the disclosure of which is incorporated herein by reference) in a minimum amount of dichloromethane was added, and the mixture was stirred and heated at reflux for 2 hours. The hot soluti... The yield is 88.6%. The solvent is ClCCl (dichloromethane). Reactants: NC1=C(C(CC1)(C)C)C(=O)OCC (ethyl 2-amino-5,5-dimethylcyclopent-1-enecarboxylate), C(=O)[O-].[NH4+] (ammonium formate), C(=O)N (formamide). The solvent is O (water). Reaction conditions: temperature 150 celsius. Yields the product CC1(CCC=2N=CNC(C21)=O)C (5,5-dimethyl-6,7-dihydro-3H-cyclopenta[d]pyrimidin-4(5H)-one). RXN SMILES: [NH2:1][C:2]1[CH2:6][CH2:5][C:4]([CH3:8])([CH3:7])[C:3]=1[C:9]([O:11]CC)=O.C([O-])=O.[NH4+].[CH:18]([NH2:20])=O>O>[CH3:7][C:4]1([CH3:8])[C:3]2[C:9](=[O:11])[NH:20][CH:18]=[N:1][C:2]=2[CH2:6][CH2:5]1 |f:1.2|. Procedure details: A mixture of ethyl 2,2-dimethyl-5-oxocyclopentanecarboxylate (3.426 g) and ammonium acetate (14.33 g) in EtOH (100 mL) was heated at 85° C. (bath) for 1 hour. The contents were concentrated. The residue was partitioned between water and DCM. The organic phase was separated. The aqueous solution was extracted with DCM. The combined DCM solutions were washed with water and dried (Na2SO4). Upon filtration and concentration, solid ethyl 2-amino-5,5-dimethylcyclopent-1-enecarboxylate (2.933 g) was yi... Reactants: O (water), ClC1=CC=C(C=C1)C1=CCCCC=2SC(=CC21)C2=CC=NC=C2 (4-[4-(4-chlorophenyl)-7,8-dihydro-6H-cyclohepta[b]thien-2-yl]pyridine), C(C)(C)(C)O (tert-butyl alcohol), CC(=O)C (acetone), O (water), C[N+]1(CCOCC1)[O-] (N-methylmorpholine N-oxide), O (water). The reagents and catalysts are [Os](=O)(=O)(=O)=O (osmium tetroxide). The solvent is C(C)(=O)OCC (ethyl acetate). Run at temperature 50 celsius. Yields the product ClC1=CC=C(C=C1)C1(C(CCCC2=C1C=C(S2)C2=CC=NC=C2)O)O (4-(4-chlorophenyl)-2-pyridin-4-yl-5,6,7,8-tetrahydro-4H-cycloheptathiophene-4,5-diol). The yield is 72.0%. As a reaction SMILES: [Cl:1][C:2]1[CH:7]=[CH:6][C:5]([C:8]2[C:17]3[CH:16]=[C:15]([C:18]4[CH:23]=[CH:22][N:21]=[CH:20][CH:19]=4)[S:14][C:13]=3[CH2:12][CH2:11][CH2:10][CH:9]=2)=[CH:4][CH:3]=1.C([OH:28])(C)(C)C.CC(C)=O.C[N+]1([O-])CCOCC1.[OH2:41]>C(OCC)(=O)C.[Os](=O)(=O)(=O)=O>[Cl:1][C:2]1[CH:7]=[CH:6][C:5]([C:8]2([OH:28])[C:17]3[CH:16]=[C:15]([C:18]4[CH:19]=[CH:20][N:21]=[CH:22][CH:23]=4)[S:14][C:13]=3[CH2:12][CH2:11][CH2:10][CH:9]2[OH:41])=[CH:4][CH:3]=1. Procedure details: To a solution of 4-[4-(4-chlorophenyl)-7,8-dihydro-6H-cyclohepta[b]thien-2-yl]pyridine (304.0 mg, 0.899 mmol) in tert-butyl alcohol (2.06 mL, 21.5 mmol) were added water (3.43 mL) and acetone (20.56 mL). N-methylmorpholine N-oxide (210.8 mg, 1.79 mmol) and 4% osmium tetroxide in water (0.164 mL, 0.0269 mmol) were added and the resulting pinkish suspension was heated at 50° C. for 3 hr. The reaction mixture was allowed to cool to rt and then diluted with ethyl acetate (15 mL) and water (10 mL), t... The reactants are CO (MeOH), O (H2O), [OH-].[Li+] (lithium hydroxide), N1=C(N=C2N1C1=C(OCC2)C=CC=C1)C(=O)OC (Methyl 4,5-dihydrobenzo[b][1,2,4]triazolo[1,5-d][1,4]oxazepine-2-carboxylate). The product is N1=C(N=C2N1C1=C(OCC2)C=CC=C1)C(=O)O (4,5-dihydrobenzo[b][1,2,4]triazolo[1,5-d][1,4]oxazepine-2-carboxylic acid). Reaction conditions: temperature 25 celsius, time 30 minute. Procedure: Ester 86 (0.166 g, 0.677 mmol) was dissolved in 3:2:1 THF:MeOH:H2O (31.2 mL), treated with 4 N aqueous lithium hydroxide (1.32 mL), and the mixture was stirred for 30 min at 25° C. (FIG. 18). The reaction was quenched with 1 N aq. HCl (20 mL) and the solution was extracted three times with 20 mL EtOAc. The combined organic extracts were dried with sodium sulfate, and concentrated to give crude 4,5-dihydrobenzo[b][1,2,4]triazolo[1,5-d][1,4]oxazepine-2-carboxylic acid which was taken forward to th... RXN SMILES: [N:1]1[N:5]2[C:6]3[CH:14]=[CH:13][CH:12]=[CH:11][C:7]=3[O:8][CH2:9][CH2:10][C:4]2=[N:3][C:2]=1[C:15]([O:17]C)=[O:16].CO.O.[OH-].[Li+]>C1COCC1>[N:1]1[N:5]2[C:6]3[CH:14]=[CH:13][CH:12]=[CH:11][C:7]=3[O:8][CH2:9][CH2:10][C:4]2=[N:3][C:2]=1[C:15]([OH:17])=[O:16] |f:3.4|. The solvent is C1CCOC1 (THF). Starting materials: C1(=CC=CC=C1)S(=O)(=O)C1=C(C=2C3=C(N(C2C(=C1)Cl)C)CC1CCC3N1)C(=O)OC(C)(C)C (tert-butyl 2-phenylsulfonyl-4-chloro-5-methyl-5,6,7,8,9,10-hexahydro-7,10-epiminocyclohepta[b]indole-carboxylate), C(=O)(C(F)(F)F)O (TFA). The product is Cl.C1(=CC=CC=C1)S(=O)(=O)C=1C=C2C3=C(N(C2=C(C1)Cl)C)CC1CCC3N1 (2-phenylsulfonyl-4-chloro-5-methyl-5,6,7,8,9,10-hexahydro-7,10-epiminocyclohepta[b]indole hydrochloride). Reaction SMILES: [C:1]1([S:7]([C:10]2[CH:18]=[C:17]([Cl:19])[C:16]3[N:15]([CH3:20])[C:14]4[CH2:21][CH:22]5[NH:26][CH:25]([C:13]=4[C:12]=3[C:11]=2C(OC(C)(C)C)=O)[CH2:24][CH2:23]5)(=[O:9])=[O:8])[CH:6]=[CH:5][CH:4]=[CH:3][CH:2]=1.C(O)(C(F)(F)F)=O>>[ClH:19].[C:1]1([S:7]([C:10]2[CH:11]=[C:12]3[C:16](=[C:17]([Cl:19])[CH:18]=2)[N:15]([CH3:20])[C:14]2[CH2:21][CH:22]4[NH:26][CH:25]([C:13]3=2)[CH2:24][CH2:23]4)(=[O:9])=[O:8])[CH:2]=[CH:3][CH:4]=[CH:5][CH:6]=1 |f:2.3|. Reported procedure: The product of step F was subjected to Boc-deprotection with TFA following the procedure of Example 28, step B. The crude free base was purified by flash column chromatography (SiO2, 90:9:1 dichloromethane/methanol/ammonium hydroxide) and the product treated directly with 1.25 M HCl in methanol. The solution was concentrated in vacuo to give 2-phenylsulfonyl-4-chloro-5-methyl-5,6,7,8,9,10-hexahydro-7,10-epiminocyclohepta[b]indole hydrochloride (123 mg, 97%, HPLC, AUC >99%.) as a white solid: mp ... The reactants are O=C([O-])O, O=C([O-])[O-], CCCC[N+](CCCC)(CCCC)CCCC, ClCCl, [Cl-], O=C1CCC(=O)N1Cl, [K+], [K+], [Na+], [Na+], [Na+], CC(CO)C1CCC2C(O)CCCC12C, O=S([O-])([O-])=S. RXN SMILES: [C:16](=[O:17])([O-:18])[OH:19].[C:21](=[O:22])([O-:23])[O-:24].[CH2:43]([N+:44]([CH2:45][CH2:46][CH2:47][CH3:48])([CH2:49][CH2:50][CH2:51][CH3:52])[CH2:53][CH2:54][CH2:55][CH3:56])[CH2:57][CH2:58][CH3:59].[CH2:60]([Cl:61])[Cl:62].[Cl-:42].[Cl:27][N:28]1[C:29](=[O:30])[CH2:31][CH2:32][C:33]1=[O:34].[K+:25].[K+:26].[Na+:20].[Na+:40].[Na+:41].[OH:1][CH2:2][CH:3]([CH3:4])[CH:5]1[CH2:6][CH2:7][CH:8]2[CH:9]([OH:15])[CH2:10][CH2:11][CH2:12][C:13]12[CH3:14].[S:35]([O-:36])([O-:37])(=[O:38])=[S:39]>>[O:1]=[CH:2][CH:3]([CH3:4])[CH:5]1[CH2:6][CH2:7][CH:8]2[CH:9]([OH:15])[CH2:10][CH2:11][CH2:12][C:13]12[CH3:14]. Product: CC(C=O)C1CCC2C(O)CCCC12C. Starting materials: O (water), ClC=1C=C(C(=O)OO)C=CC1 (meta-chloroperoxybenzoic acid), CC1=C(C(CCC1)(C)C)/C=C/C#CC=1C=NC=C(C(=O)OCC)C1 (ethyl 5-[(3E)-4-(2,6,6-trimethyl-1-cyclohexenyl)but-3-en-1-ynyl)nicotinate), ClC1(C(=O)OCC)CN=CC=C1 (ethyl 3-chloronicotinate). Solvent: C(C)OCC (diethyl ether). Run at time 18 hour. Yields the product O1C2(C1(CCCC2(C)C)C)/C=C/C#CC2=NC=C(C(=O)OCC)C=C2 (Ethyl (±)-6-[(3E)-4-(1,2-Epoxy-2,6,6-trimethylcyclohexanyl)but-3-en-1-ynyl)nicotinate). RXN SMILES: ClC1C=C(C=CC=1)C(OO)=[O:6].[CH3:12][C:13]1[CH2:18][CH2:17][CH2:16][C:15]([CH3:20])([CH3:19])[C:14]=1/[CH:21]=[CH:22]/[C:23]#[C:24]C1C=NC=C(C=1)C(OCC)=O.Cl[C:37]1([CH:47]=[CH:46][CH:45]=[N:44][CH2:43]1)[C:38]([O:40][CH2:41][CH3:42])=[O:39].O>C(OCC)C>[O:6]1[C:13]2([CH3:12])[CH2:18][CH2:17][CH2:16][C:15]([CH3:20])([CH3:19])[C:14]12/[CH:21]=[CH:22]/[C:23]#[C:24][C:45]1[CH:46]=[CH:47][C:37]([C:38]([O:40][CH2:41][CH3:42])=[O:39])=[CH:43][N:44]=1. Reported procedure: 0.106 g (0.310 mmol) of 50% meta-chloroperoxybenzoic acid (MCPBA) was added to a solution of 0.1 g (0.310 mmol) of ethyl 5-[(3E)-4-(2,6,6-trimethyl-1-cyclohexenyl)but-3-en-1-ynyl)nicotinate (used as a mixture with 0.6 g (0.310 mmol) of ethyl 3-chloronicotinate), in 10 mL of anhydrous diethyl ether under argon was stirred at ambient temperature for 18 hours. The solution was treated with 10 mL of water and extracted with 3×50 mL ether. The reactants are NC(C#N)(CN1N=C2C=C(C=CC2=C1)Cl)C (2-amino-3-(6-chloro-2H-indazol-2-yl)-2-methylpropionitrile), FC(C1=CC=C(C(=S)Cl)C=C1)(F)F (4-trifluoromethylthiobenzoyl chloride). The product is ClC=1C=CC2=CN(N=C2C1)CC(C)(C#N)NC(C1=CC=C(C=C1)C(F)(F)F)=S (N-[2-(6-Chloro-2H-indazol-2-yl)-1-cyano-1-methylethyl]-4-trifluoromethylthiobenzamide), solid. Isolated yield 98.0%. RXN SMILES: [NH2:1][C:2]([CH3:16])([CH2:5][N:6]1[CH:14]=[C:13]2[C:8]([CH:9]=[C:10]([Cl:15])[CH:11]=[CH:12]2)=[N:7]1)[C:3]#[N:4].[F:17][C:18]([F:29])([F:28])[C:19]1[CH:27]=[CH:26][C:22]([C:23](Cl)=[S:24])=[CH:21][CH:20]=1>>[Cl:15][C:10]1[CH:11]=[CH:12][C:13]2[C:8]([CH:9]=1)=[N:7][N:6]([CH2:5][C:2]([NH:1][C:23](=[S:24])[C:22]1[CH:21]=[CH:20][C:19]([C:18]([F:17])([F:28])[F:29])=[CH:27][CH:26]=1)([C:3]#[N:4])[CH3:16])[CH:14]=2. Procedure: Using a procedure similar to that described in Example 1, except using 2-amino-3-(6-chloro-2H-indazol-2-yl)-2-methylpropionitrile (20 mg, described in Example 132) and 4-trifluoromethylthiobenzoyl chloride, the title compound was isolated as a white solid (37 mg, 98%). MS (ES): M/Z [M+H]=439. 1H NMR: (400 MHz, CHLOROFORM-d): 1.95 (s, 3H), 4.81 (d, 1H), 4.89 (d, 1H), 7.12 (dd, J=9.0, 1.6 Hz, 1H), 7.65 (d, J=9.0, 1H), 7.69 (s, 1H), 7.78 (d, J=8.3 Hz, 2H), 7.89 (d, J=8.3 Hz, 2H), 8.18 (s, 1H) and 8...